From a dataset of the Open Reaction Database (ORD), a public repository of structured organic reaction records. describe an organic reaction: reactants, conditions, products, and yield Starting materials: ClC1=C(C=CC=C1)O (chlorophenol), C(CCCCC)(=O)[O-] (hexanoate), ClC1=C(C=CC=C1)O (chlorophenol), C(CCCCC)(=O)[O-] (hexanoate), C(CCCCC)(=O)Cl (hexanoyl chloride), C(CCCCC)(=O)Cl (hexanoyl chloride), CC1=CNC2=C1C34CC3CN(C4=CC2=O)C(=O)C5=CC6=C7C(=C(C(=C6N5)OC)O)N(CC7)C(=O)C8=CC9=C1C(=C(C(=C9N8)OC)O)N(CC1)C(=O)N (CC-1065), N1=CC=CC=C1 (pyridine). The product is C(CCCCC)(=O)OC1=CC=2N(C[C@H](C2C2=C1NC=C2C)CCl)C(=O)C2=CC1=C(N2)C(=C(C=2N(CCC21)C(=O)C2=CC1=C(N2)C(=C(C=2N(CCC21)C(=O)N)O)OC)O)OC ((S)-6-[[6-[[6-(aminocarbonyl)-3,6,7,8-tetrahydro-5-hydroxy-4-methoxybenzo[1,2-b:4,3-b']dipyrrol-2-yl]-carbonyl]-3,6,7,8-tetrahydro-5-hydroxy-4-methoxybenzo[1,2-b:4,3-b']dipyrrol-2-yl]carbonyl]-8-(chloromethyl)-3,6,7,8-tetrahydro-1-methylbenzo[1,2-b:4,3-b']dipyrrol-4-yl hexanoate). As a reaction SMILES: CC1C2C34C(=CC(=O)C=2NC=1)[N:11]([C:16]([C:18]1[NH:26][C:25]2[C:20](=[C:21]5[CH2:32][CH2:31][N:30]([C:33]([C:35]6[NH:43][C:42]7[C:37](=[C:38]8[CH2:49][CH2:48][N:47]([C:50]([NH2:52])=[O:51])[C:39]8=[C:40]([OH:46])[C:41]=7[O:44][CH3:45])[CH:36]=6)=[O:34])[C:22]5=[C:23]([OH:29])[C:24]=2[O:27][CH3:28])[CH:19]=1)=[O:17])[CH2:10]C3C4.[C:53]([Cl:60])(=O)[CH2:54][CH2:55][CH2:56][CH2:57][CH3:58].ClC1C=CC=CC=1O.[C:69]([O-:76])(=[O:75])[CH2:70][CH2:71][CH2:72][CH2:73][CH3:74].[N:77]1[CH:82]=[CH:81][CH:80]=[CH:79][CH:78]=1>>[C:69]([O:76][C:58]1[C:82]2[NH:77][CH:78]=[C:80]([CH3:79])[C:81]=2[C:55]2[C@H:54]([CH2:53][Cl:60])[CH2:10][N:11]([C:16]([C:18]3[NH:26][C:25]4[C:24]([O:27][CH3:28])=[C:23]([OH:29])[C:22]5[N:30]([C:33]([C:35]6[NH:43][C:42]7[C:41]([O:44][CH3:45])=[C:40]([OH:46])[C:39]8[N:47]([C:50]([NH2:52])=[O:51])[CH2:48][CH2:49][C:38]=8[C:37]=7[CH:36]=6)=[O:34])[CH2:31][CH2:32][C:21]=5[C:20]=4[CH:19]=3)=[O:17])[C:56]=2[CH:57]=1)(=[O:75])[CH2:70][CH2:71][CH2:72][CH2:73][CH3:74]. Procedure details: An 11 mg (0.016 mmole) quantity CC-1065 is dissolved in 150 μl pyridine. Add 4 μl hexanoyl chloride and follow the reaction by HPLC. Two more 4 μl portions of hexanoyl chloride are added after 35 and 70 minutes reaction time. (The reaction to the intermediate chlorophenol is fast but acylation to the desired hexanoate is not only slow but also not entirely selective since an even less polar product appears before all the chlorophenol has been converted to the desired hexanoate.) After a total of... Reactants: C(C1=CC=CC=C1)C=1C(NC(N(C1)COC(COCC1=CC=CC=C1)COCC1=CC=CC=C1)=O)=O (5-Benzyl-1-[(1,3-bis(benzyloxy)-2-propoxy)methyl]uracil). The reagents and catalysts are [Pd] (Palladium on charcoal). Run in C(C)(=O)O (acetic acid), Cl (HCl). Yields the product C(C1=CC=CC=C1)C=1C(NC(N(C1)COC(CO)CO)=O)=O (5-Benzyl-1-[(1,3-dihydroxy-2-propoxy)methyl]uracil). Yield: 78.1%. RXN SMILES: [CH2:1]([C:8]1[C:9](=[O:36])[NH:10][C:11](=[O:35])[N:12]([CH2:14][O:15][CH:16]([CH2:26][O:27]CC2C=CC=CC=2)[CH2:17][O:18]CC2C=CC=CC=2)[CH:13]=1)[C:2]1[CH:7]=[CH:6][CH:5]=[CH:4][CH:3]=1>C(O)(=O)C.Cl.[Pd]>[CH2:1]([C:8]1[C:9](=[O:36])[NH:10][C:11](=[O:35])[N:12]([CH2:14][O:15][CH:16]([CH2:17][OH:18])[CH2:26][OH:27])[CH:13]=1)[C:2]1[CH:7]=[CH:6][CH:5]=[CH:4][CH:3]=1. Reported procedure: 2 g (4.6 mmol) of 3a prepared as above was dissolved in 100 ml of glacial acetic acid and 0.2 ml of concentrated HCl. 5% Palladium on charcoal (1 g) was then added and the reaction mixture hydrogenated under 50 lbs pressure. After the theoretical amount of hydrogen had been absorbed, the solution was filtered and evaporated to dryness. The residue was placed on a silica gel column and eluted with methylene chloride-methanol (12:1) to give 1.1 g of 4a (87%). It was isolated as an oil and dried un... Starting materials: O=C(O)C(=O)O, CCOCCCl, CN(C)C=O, ClC(Cl)Cl, [H-], [Na+], Sc1nc(-c2cccnc2)cs1. Product: CCOCCSc1nc(-c2cccnc2)cs1. Reaction SMILES: [C:1]([OH:2])(=[O:3])[C:4]([OH:5])=[O:6].[CH2:21]([CH3:22])[O:23][CH2:24][CH2:25][Cl:26].[CH3:27][N:28]([CH3:29])[CH:30]=[O:31].[CH:32]([Cl:33])([Cl:34])[Cl:35].[H-:19].[Na+:20].[SH:7][c:8]1[s:9][cH:10][c:11](-[c:13]2[cH:14][n:15][cH:16][cH:17][cH:18]2)[n:12]1>>[S:7]([c:8]1[s:9][cH:10][c:11](-[c:13]2[cH:14][n:15][cH:16][cH:17][cH:18]2)[n:12]1)[CH2:25][CH2:24][O:23][CH2:21][CH3:22]. Starting materials: ClCCCCC(CC1=CC=CC=C1)O (6-chloro-1-phenyl-hexan-2-ol), S(=O)(Cl)Cl (thionyl chloride). Yields the product ClC(CC1=CC=CC=C1)CCCCCl ((±) 2,6-Dichloro-1-phenylhexane). Isolated yield 99.5%. Reaction SMILES: [Cl:1][CH2:2][CH2:3][CH2:4][CH2:5][CH:6](O)[CH2:7][C:8]1[CH:13]=[CH:12][CH:11]=[CH:10][CH:9]=1.S(Cl)([Cl:17])=O>>[Cl:17][CH:6]([CH2:5][CH2:4][CH2:3][CH2:2][Cl:1])[CH2:7][C:8]1[CH:13]=[CH:12][CH:11]=[CH:10][CH:9]=1. Reported procedure: By operating as in Preparation 7 and starting from 12.3 g of 6-chloro-1-phenyl-hexan-2-ol and 12.9 g of thionyl chloride, 13.3 g of expected product is recovered. Reactants: COc1c(Oc2ccccc2C)cccc1C(C)C(=O)O, CC(=O)OC(C)=O, I. Yields the product Cc1ccccc1Oc1cccc2c1OC(=O)C2C. RXN SMILES: [CH3:1][O:2][c:3]1[c:4]([CH:17]([C:18](=[O:19])[OH:20])[CH3:21])[cH:5][cH:6][cH:7][c:8]1[O:9][c:10]1[c:11]([CH3:16])[cH:12][cH:13][cH:14][cH:15]1.[CH3:22][C:23]([O:24][C:25](=[O:26])[CH3:27])=[O:28].[IH:29]>>[c:3]12[c:4]([cH:5][cH:6][cH:7][c:8]1[O:9][c:10]1[c:11]([CH3:16])[cH:12][cH:13][cH:14][cH:15]1)[CH:17]([CH3:21])[C:18](=[O:20])[O:19]2. Reactants: COC(=O)CBr, CCCc1c(OCCCBr)ccc(C(C)=O)c1O, O=C([O-])[O-], CC(C)=O, [K+], [K+]. The product is CCCc1c(OCCCBr)ccc(C(C)=O)c1OCC(=O)OC. Reaction SMILES: [Br:19][CH2:20][C:21](=[O:22])[O:23][CH3:24].[Br:1][CH2:2][CH2:3][CH2:4][O:5][c:6]1[c:7]([CH2:16][CH2:17][CH3:18])[c:8]([OH:15])[c:9]([C:12]([CH3:13])=[O:14])[cH:10][cH:11]1.[C:25](=[O:26])([O-:27])[O-:28].[CH3:31][C:32](=[O:33])[CH3:34].[K+:29].[K+:30]>>[Br:1][CH2:2][CH2:3][CH2:4][O:5][c:6]1[c:7]([CH2:16][CH2:17][CH3:18])[c:8]([O:15][CH2:20][C:21](=[O:22])[O:23][CH3:24])[c:9]([C:12]([CH3:13])=[O:14])[cH:10][cH:11]1. Starting materials: CN1CCNCC1 (1-methylpiperazine), C([O-])([O-])=O.[Na+].[Na+] (sodium carbonate), N1[C@H](C(=O)O)CCC1 (L-proline), IC1=CC2=C(N(C=N2)CC2=CC(=C(C=C2)OCC=2C=NC(=CC2)OC)OC)C=C1 (5-iodo-1-(3-methoxy-4-((6-methoxypyridin-3-yl)methoxy)benzyl)-1H-benzo[d]imidazole). Reagents/catalysts: [Cu]I (copper(I) iodide). The solvent is CS(=O)C (dimethyl sulfoxide). Reaction conditions: temperature 90 celsius, time 1 hour. Yields the product COC=1C=C(CN2C=NC3=C2C=CC(=C3)N3CCN(CC3)C)C=CC1OCC=1C=NC(=CC1)OC (1-(3-Methoxy-4-((6-methoxypyridin-3-yl)methoxy)benzyl)-5-(4-methylpiperazin-1-yl)-1H-benzo[d]imidazole). Isolated yield 19.0%. RXN SMILES: I[C:2]1[CH:29]=[CH:28][C:5]2[N:6]([CH2:9][C:10]3[CH:15]=[CH:14][C:13]([O:16][CH2:17][C:18]4[CH:19]=[N:20][C:21]([O:24][CH3:25])=[CH:22][CH:23]=4)=[C:12]([O:26][CH3:27])[CH:11]=3)[CH:7]=[N:8][C:4]=2[CH:3]=1.[CH3:30][N:31]1[CH2:36][CH2:35][NH:34][CH2:33][CH2:32]1.C(=O)([O-])[O-].[Na+].[Na+].N1CCC[C@H]1C(O)=O>CS(C)=O.[Cu]I>[CH3:27][O:26][C:12]1[CH:11]=[C:10]([CH:15]=[CH:14][C:13]=1[O:16][CH2:17][C:18]1[CH:19]=[N:20][C:21]([O:24][CH3:25])=[CH:22][CH:23]=1)[CH2:9][N:6]1[C:5]2[CH:28]=[CH:29][C:2]([N:34]3[CH2:35][CH2:36][N:31]([CH3:30])[CH2:32][CH2:33]3)=[CH:3][C:4]=2[N:8]=[CH:7]1 |f:2.3.4|. Procedure: To a stirred suspension of 5-iodo-1-(3-methoxy-4-((6-methoxypyridin-3-yl)methoxy)benzyl)-1H-benzo[d]imidazole (0.25 g, 0.50 mmol) in dimethyl sulfoxide (5 mL) was added 1-methylpiperazine (0.28 g, 1.50 mmol), copper(I) iodide (0.029 g, 0.15 mmol), sodium carbonate (0.32 g, 2.60 mmol), and L-proline (0.035 g, 0.30 mmol). The mixture was heated to 90° C. in a microwave reactor. After 1 h, the reaction mixture was allowed to cool to room temperature and was filtered through Celite. The filtrate was... Starting materials: C(C)(=O)NCCCS(=O)(=O)OCC([C@H](C(=O)OCCOC(C(COCC1=CC=CC=C1)(C)C)=O)OCC1=CC=CC=C1)(C)C ([2,2-dimethyl-3-(phenylmethoxy)propanoyloxy]ethyl (2R)-4-{[3-(acetylamino)propyl]sulfonyloxy}-3,3-dimethyl-2-(phenylmethoxy)butanoate), benzyl ethers. The reagents and catalysts are [Pd] (palladium on activated carbon). Solvent: CO (methanol). Reaction conditions: time 8 hour. The product is C(C)(=O)NCCCS(=O)(=O)OCC([C@H](C(=O)OCCOC(C(CO)(C)C)=O)O)(C)C ((3-Hydroxy-2,2-dimethylpropanoyloxy)ethyl (2R)-4-{[3-(acetylamino)propyl]sulfonyloxy}-2-hydroxy-3,3-dimethylbutanoate). Isolated yield 25.1%. As a reaction SMILES: [C:1]([NH:4][CH2:5][CH2:6][CH2:7][S:8]([O:11][CH2:12][C:13]([CH3:44])([CH3:43])[C@@H:14]([O:35]CC1C=CC=CC=1)[C:15]([O:17][CH2:18][CH2:19][O:20][C:21](=[O:34])[C:22]([CH3:33])([CH3:32])[CH2:23][O:24]CC1C=CC=CC=1)=[O:16])(=[O:10])=[O:9])(=[O:3])[CH3:2]>[Pd].CO>[C:1]([NH:4][CH2:5][CH2:6][CH2:7][S:8]([O:11][CH2:12][C:13]([CH3:44])([CH3:43])[C@@H:14]([OH:35])[C:15]([O:17][CH2:18][CH2:19][O:20][C:21](=[O:34])[C:22]([CH3:32])([CH3:33])[CH2:23][OH:24])=[O:16])(=[O:10])=[O:9])(=[O:3])[CH3:2]. Procedure: Following the general procedure of hydrogenolysis of benzyl ethers of Description 18, a mixture of [2,2-dimethyl-3-(phenylmethoxy)propanoyloxy]ethyl (2R)-4-{[3-(acetylamino)propyl]sulfonyloxy}-3,3-dimethyl-2-(phenylmethoxy)butanoate (46c) (0.13 g, 0.21 mmol) and 75 mg of 10 wt.-% of palladium on activated carbon in 6 mL of methanol (MeOH) was stirred overnight under a hydrogen atmosphere. After work-up and further purification by mass-guided preparative HPLC, 24 mg (25% yield) of the title compo... Reactants: [Br-], CCOC(C)=O, CN(C)C=O, [Zn+]C1CCCC1, [Cl-], [Cl-], Cl, O=C1CC2(CCC2)Oc2cc(OS(=O)(=O)C(F)(F)F)cc(O)c21, [Li+], [NH4+], O. Yields the product O=C1CC2(CCC2)Oc2cc(C3CCCC3)cc(O)c21. As a reaction SMILES: [Br-:26].[CH3:37][CH2:38][O:39][C:40](=[O:41])[CH3:42].[CH3:43][N:44]([CH3:45])[CH:46]=[O:47].[CH:27]1([Zn+:32])[CH2:28][CH2:29][CH2:30][CH2:31]1.[Cl-:25].[Cl-:33].[ClH:36].[F:1][C:2]([F:3])([F:4])[S:5]([O:6][c:7]1[cH:8][c:9]([OH:21])[c:10]2[c:15]([cH:16]1)[O:14][C:13]1([CH2:12][C:11]2=[O:20])[CH2:17][CH2:18][CH2:19]1)(=[O:22])=[O:23].[Li+:24].[NH4+:34].[OH2:35]>>[c:7]1([CH:27]2[CH2:28][CH2:29][CH2:30][CH2:31]2)[cH:8][c:9]([OH:21])[c:10]2[c:15]([cH:16]1)[O:14][C:13]1([CH2:12][C:11]2=[O:20])[CH2:17][CH2:18][CH2:19]1. Starting materials: ClC=1C=NC=C(C1SC1=C(C=C(S1)C(=O)O)[N+](=O)[O-])Cl (5-[(3,5-dichloro-4-pyridyl)sulfanyl]-4-nitro-thiophene-2-carboxylic acid), CN(CCCOC1=CC=C(N)C=C1)C (4-(3-(dimethylamino)propoxy)aniline). The product is ClC=1C=NC=C(C1SC1=C(C=C(S1)C(=O)NC1=CC=C(C=C1)OCCCN(C)C)[N+](=O)[O-])Cl (5-[(3,5-dichloro-4-pyridyl)sulfanyl]-N-[4-(3-dimethylaminopropoxy)phenyl]-4-nitro-thiophene-2-carboxamide), solid. Yield: 33.0%. Reaction SMILES: [Cl:1][C:2]1[CH:3]=[N:4][CH:5]=[C:6]([Cl:20])[C:7]=1[S:8][C:9]1[S:13][C:12]([C:14]([OH:16])=O)=[CH:11][C:10]=1[N+:17]([O-:19])=[O:18].[CH3:21][N:22]([CH3:34])[CH2:23][CH2:24][CH2:25][O:26][C:27]1[CH:33]=[CH:32][C:30]([NH2:31])=[CH:29][CH:28]=1>>[Cl:20][C:6]1[CH:5]=[N:4][CH:3]=[C:2]([Cl:1])[C:7]=1[S:8][C:9]1[S:13][C:12]([C:14]([NH:31][C:30]2[CH:29]=[CH:28][C:27]([O:26][CH2:25][CH2:24][CH2:23][N:22]([CH3:21])[CH3:34])=[CH:33][CH:32]=2)=[O:16])=[CH:11][C:10]=1[N+:17]([O-:19])=[O:18]. Reported procedure: Prepared according to the procedure described for example 44 from 5-[(3,5-dichloro-4-pyridyl)sulfanyl]-4-nitro-thiophene-2-carboxylic acid (35 mg, 0.1 mmol) and 4-(3-(dimethylamino)propoxy)aniline (21.6 mg, 0.12 mmol). The title compound was obtained as a solid (17.5 mg, 33% yield). MS m/z: 527.16, 525.16 [M+H]+.